Dataset: the Open Reaction Database (ORD), a public repository of structured organic reaction records. Task: describe an organic reaction: reactants, conditions, products, and yield Starting materials: Cl.NC1=C(C=C(O)C=C1)O (4-aminoresorcinol hydrochloride), TEA, ClCC(=O)Cl (chloroacetyl chloride). Run in C(Cl)Cl (CH2Cl2). Run at time 60 hour. Yields the product ClCC(=O)NC1=C(C=C(C=C1)O)O (2-chloro-N-(2,4-dihydroxyphenyl)acetamide). Reaction SMILES: Cl.[NH2:2][C:3]1[CH:9]=[CH:8][C:6]([OH:7])=[CH:5][C:4]=1[OH:10].[Cl:11][CH2:12][C:13](Cl)=[O:14]>C(Cl)Cl>[Cl:11][CH2:12][C:13]([NH:2][C:3]1[CH:9]=[CH:8][C:6]([OH:7])=[CH:5][C:4]=1[OH:10])=[O:14] |f:0.1|. Reported procedure: To a solution of 4-aminoresorcinol hydrochloride (30 g, 0.1857 mol) in CH2Cl2, (460 mL) TEA (77.6 mL, 0.557 mol) was added at 0° C. To the resulting mixture, chloroacetyl chloride (14.78 mL, 0.1857 mol) was added drop wise and the solution was stirred for 60 h at RT. The crude product was washed through a plug of silica gel with CH2Cl2 and purified through column chromatography using 100% CH2Cl2→25%→50%→75% 90:10:1 CH2Cl2:MeOH:NH4OH. The solution was concentrated in vacuo to give the title compo... Starting materials: C(C)(C)(C)NS(=O)(=O)C=1C(=CC=CC1)C1=CC=C(C=C1)CN1C(C=CC2=C(N=C(C=C12)CC)CC)=O (N-tert-butyl-4'-[(5,7-diethyl-2-oxo-1,2-dihydro-1,6-naphthyridin-1-yl)methyl]biphenyl-2-sulphonamide). Run in FC(C(=O)O)(F)F (trifluoroacetic acid). Yields the product C(C)C1=C2C=CC(N(C2=CC(=N1)CC)CC1=CC=C(C=C1)C=1C(=CC=CC1)S(=O)(=O)N)=O (4'-[(5,7-diethyl-2-oxo-1,2-dihydro-1,6-naphthyridin-1-yl)methyl]biphenyl-2-sulphonamide). The yield is 77.1%. Reaction SMILES: C([NH:5][S:6]([C:9]1[C:10]([C:15]2[CH:20]=[CH:19][C:18]([CH2:21][N:22]3[C:31]4[C:26](=[C:27]([CH2:34][CH3:35])[N:28]=[C:29]([CH2:32][CH3:33])[CH:30]=4)[CH:25]=[CH:24][C:23]3=[O:36])=[CH:17][CH:16]=2)=[CH:11][CH:12]=[CH:13][CH:14]=1)(=[O:8])=[O:7])(C)(C)C>FC(F)(F)C(O)=O>[CH2:34]([C:27]1[N:28]=[C:29]([CH2:32][CH3:33])[CH:30]=[C:31]2[C:26]=1[CH:25]=[CH:24][C:23](=[O:36])[N:22]2[CH2:21][C:18]1[CH:19]=[CH:20][C:15]([C:10]2[C:9]([S:6]([NH2:5])(=[O:7])=[O:8])=[CH:14][CH:13]=[CH:12][CH:11]=2)=[CH:16][CH:17]=1)[CH3:35]. Reported procedure: A solution of N-tert-butyl-4'-[(5,7-diethyl-2-oxo-1,2-dihydro-1,6-naphthyridin-1-yl)methyl]biphenyl-2-sulphonamide (200 mg) in trifluoroacetic acid (5 ml) was heated at reflux for 3 hours. Volatile material was removed by evaporation and water was added to the residue. The resultant solution was basified by the addition of solid potassium carbonate and then extracted twice with ethyl acetate. The combined extracts were washed with water, saturated sodium chloride solution and then dried (MgSO4).... Product: [N+](=O)([O-])C=1C(=NC=NC1)NC1=CC=C(C=C1)N (N-(5-nitropyrimidin-4-yl)benzene-1,4-diamine). Solvent: CN1C(CCC1)=O (N-methylpyrrolidone), O (water). Reaction SMILES: Cl[C:2]1[C:7]([N+:8]([O-:10])=[O:9])=[CH:6][N:5]=[CH:4][N:3]=1.[C:11]1([NH2:18])[CH:16]=[CH:15][C:14]([NH2:17])=[CH:13][CH:12]=1>CN1CCCC1=O.O>[N+:8]([C:7]1[C:2]([NH:17][C:14]2[CH:15]=[CH:16][C:11]([NH2:18])=[CH:12][CH:13]=2)=[N:3][CH:4]=[N:5][CH:6]=1)([O-:10])=[O:9]. Run at time 8 hour. Isolated yield 47.3%. Reported procedure: A mixture of 4-chloro-5-nitropyrimidine (380 mg) and benzene-1,4-diamine (257 mg) in N-methylpyrrolidone (5 mL) was stirred overnight at ambient temperature. After this time, the reaction mixture was diluted with water (50 mL) and extracted with ethyl acetate (3×50 mL). The combined organic layers were washed with saturated sodium bicarbonate (50 mL) then brine (50 mL), dried over sodium sulfate, and filtered and the filtrate was concentrated under reduced pressure. The residue obtained was puri... Starting materials: ClC1=NC=NC=C1[N+](=O)[O-] (4-chloro-5-nitropyrimidine), C1(=CC=C(C=C1)N)N (benzene-1,4-diamine). The reactants are C(C)(C)(C)OC(=O)N1CC=C(CC1)C1=CC(=C(C=C1)NC1=NC=NC(=C1)N(C(=O)N(COCC[Si](C)(C)C)C1=C(C(=CC(=C1Cl)OC)OC)Cl)C)[N+](=O)[O-] (tert-butyl-4-(4-(6-(3-(2,6-dichloro-3,5-dimethoxyphenyl)-1-methyl-3-((2-(trimethylsilyl)ethoxy)methyl)ureido)pyrimidin-4-ylamino)-3-nitrophenyl)-5,6-dihydropyridine-1(2H)-carboxylate). The reagents and catalysts are ClC1=CC=CC=C1 (chlorobenzene), O=[Pt]=O (PtO2). Solvent: CO (MeOH). Conditions: time 8 hour. Product: C(C)(C)(C)OC(=O)N1CCC(CC1)C1=CC(=C(C=C1)NC1=NC=NC(=C1)N(C(=O)N(COCC[Si](C)(C)C)C1=C(C(=CC(=C1Cl)OC)OC)Cl)C)N (tert-butyl-4-(3-amino-4-(6-(3-(2,6-dichloro-3,5-dimethoxyphenyl)-1-methyl-3-((2-(trimethylsilyl)ethoxy)methyl)ureido)pyrimidin-4-ylamino)phenyl)piperidine-1-carboxylate). The yield is 35.4%. Reaction SMILES: [C:1]([O:5][C:6]([N:8]1[CH2:13][CH2:12][C:11]([C:14]2[CH:19]=[CH:18][C:17]([NH:20][C:21]3[CH:26]=[C:25]([N:27]([CH3:51])[C:28]([N:30]([C:39]4[C:44]([Cl:45])=[C:43]([O:46][CH3:47])[CH:42]=[C:41]([O:48][CH3:49])[C:40]=4[Cl:50])[CH2:31][O:32][CH2:33][CH2:34][Si:35]([CH3:38])([CH3:37])[CH3:36])=[O:29])[N:24]=[CH:23][N:22]=3)=[C:16]([N+:52]([O-])=O)[CH:15]=2)=[CH:10][CH2:9]1)=[O:7])([CH3:4])([CH3:3])[CH3:2]>CO.ClC1C=CC=CC=1.O=[Pt]=O>[C:1]([O:5][C:6]([N:8]1[CH2:9][CH2:10][CH:11]([C:14]2[CH:19]=[CH:18][C:17]([NH:20][C:21]3[CH:26]=[C:25]([N:27]([CH3:51])[C:28]([N:30]([C:39]4[C:40]([Cl:50])=[C:41]([O:48][CH3:49])[CH:42]=[C:43]([O:46][CH3:47])[C:44]=4[Cl:45])[CH2:31][O:32][CH2:33][CH2:34][Si:35]([CH3:38])([CH3:37])[CH3:36])=[O:29])[N:24]=[CH:23][N:22]=3)=[C:16]([NH2:52])[CH:15]=2)[CH2:12][CH2:13]1)=[O:7])([CH3:4])([CH3:3])[CH3:2]. Reported procedure: To a solution of tert-butyl-4-(4-(6-(3-(2,6-dichloro-3,5-dimethoxyphenyl)-1-methyl-3-((2-(trimethylsilyl)ethoxy)methyl)ureido)pyrimidin-4-ylamino)-3-nitrophenyl)-5,6-dihydropyridine-1(2H)-carboxylate (380 g, 0.473 mmol) in MeOH (10 mL) was added PtO2 (38 mg, 10% wt) and one drop of chlorobenzene at room temperature, the resulting mixture was stirred under hydrogen atmosphere (1 atm) overnight. The reaction was filtered and concentrated. The residue was purified by flash chromatography on silica ...